Dataset: the Open Reaction Database (ORD), a public repository of structured organic reaction records. Task: describe an organic reaction: reactants, conditions, products, and yield The reactants are S1C(SC2=C1C=CC=C2)=NCC(=O)OCC ([(1,3-Benzodithiol-2-ylidene)amino]acetic acid, ethyl ester), [OH-].[K+] (potassium hydroxide). The solvent is CO (methyl alcohol). Product: S1C(SC2=C1C=CC=C2)=NCC(=O)O ([(1,3-Benzodithiol-2-ylidene)amino]acetic acid). The yield is 58.5%. Reaction SMILES: [S:1]1[C:5]2[CH:6]=[CH:7][CH:8]=[CH:9][C:4]=2[S:3][C:2]1=[N:10][CH2:11][C:12]([O:14]CC)=[O:13].[OH-].[K+]>CO>[S:1]1[C:5]2[CH:6]=[CH:7][CH:8]=[CH:9][C:4]=2[S:3][C:2]1=[N:10][CH2:11][C:12]([OH:14])=[O:13] |f:1.2|. Procedure details: A solution of [(1,3-benzodithiol-2-ylidene)amino]acetic acid ethyl ester (2.5g, prepared as described in Example 1) and potassium hydroxide (550 mg) in 500 ml of anhydrous methyl alcohol is stirred at room temperature for 120 hours. The reaction mixture is then concentrated in vacuo. The resultant solid residue is triturated with diethyl ether to remove unreacted starting material. The undissolved residue is then dissolved in 50 ml of water and filtered through Celite. The aqueous solution is tr... Reported procedure: Sodium acetate (1.14 g, 13.9 mmol), K2CO3 (1.92 g, 13.9 mmol), copper (II) chloride dihydrate (3.56 g, 20.9 mmol), palladium (II) chloride (0.205 g, 1.15 mmol) was added to a stirring solution of 6-(benzyloxy)-4-((4-fluorophenyl)ethynyl)pyridin-3-ol (2.22 g, 6.95 mmol) in MeOH (150 mL) at room temperature in a Parr Bomb. The vessel was charged with 300 PSI of CO (g) and allowed to stir at room temperature overnight. The mixture was concentrated then diluted with EtOAc and washed with H2O, and sa... Run at time 8 hour. Reactants: C(C)(=O)[O-].[Na+] (Sodium acetate), C(=O)([O-])[O-].[K+].[K+] (K2CO3), C(C1=CC=CC=C1)OC1=CC(=C(C=N1)O)C#CC1=CC=C(C=C1)F (6-(benzyloxy)-4-((4-fluorophenyl)ethynyl)pyridin-3-ol). The reagents and catalysts are O.O.[Cu](Cl)Cl (copper (II) chloride dihydrate), [Pd](Cl)Cl (palladium (II) chloride). The solvent is CO (MeOH). RXN SMILES: [C:1]([O-])(=O)C.[Na+].[C:6]([O-:9])([O-])=[O:7].[K+].[K+].[CH2:12]([O:19][C:20]1[N:25]=[CH:24][C:23]([OH:26])=[C:22]([C:27]#[C:28][C:29]2[CH:34]=[CH:33][C:32]([F:35])=[CH:31][CH:30]=2)[CH:21]=1)[C:13]1[CH:18]=[CH:17][CH:16]=[CH:15][CH:14]=1>CO.O.O.[Cu](Cl)Cl.[Pd](Cl)Cl>[CH2:12]([O:19][C:20]1[CH:21]=[C:22]2[C:27]([C:6]([O:9][CH3:1])=[O:7])=[C:28]([C:29]3[CH:34]=[CH:33][C:32]([F:35])=[CH:31][CH:30]=3)[O:26][C:23]2=[CH:24][N:25]=1)[C:13]1[CH:14]=[CH:15][CH:16]=[CH:17][CH:18]=1 |f:0.1,2.3.4,7.8.9|. Yields the product C(C1=CC=CC=C1)OC=1C=C2C(=CN1)OC(=C2C(=O)OC)C2=CC=C(C=C2)F (methyl 5-(benzyloxy)-2-(4-fluorophenyl)furo[2,3-c]pyridine-3-carboxylate). The yield is 100.0%. The reactants are CCOC(=O)C(O)c1ccc(-c2ccccc2Br)cc1, CN(C)C=O, [Cu], FC(F)(F)I. As a reaction SMILES: [Br:1][c:2]1[c:3](-[c:8]2[cH:9][cH:10][c:11]([CH:14]([C:15](=[O:16])[O:17][CH2:18][CH3:19])[OH:20])[cH:12][cH:13]2)[cH:4][cH:5][cH:6][cH:7]1.[CH3:27][N:28]([CH3:29])[CH:30]=[O:31].[Cu:26].[F:21][C:22]([F:23])([F:24])[I:25]>>[c:2]1([C:22]([F:21])([F:23])[F:24])[c:3](-[c:8]2[cH:9][cH:10][c:11]([CH:14]([C:15](=[O:16])[O:17][CH2:18][CH3:19])[OH:20])[cH:12][cH:13]2)[cH:4][cH:5][cH:6][cH:7]1. The product is CCOC(=O)C(O)c1ccc(-c2ccccc2C(F)(F)F)cc1.